The task is: describe an organic reaction: reactants, conditions, products, and yield. This data is from the Open Reaction Database (ORD), a public repository of structured organic reaction records. Reactants: [H-].[Na+] (sodium hydride), C(C)OC(COCC=1C(=NC=C(C1)Br)N)=O ((2-Amino-5-bromo-pyridin-3-ylmethoxy)-acetic acid ethyl ester), ice. Run in CS(=O)C (DMSO). Conditions: time 4 hour. Yields the product BrC1=CC2=C(NC(COC2)=O)N=C1 (3-bromo-5,9-dihydro-6-oxa-1,9-diaza-benzocyclohepten-8-one). Yield: 64.9%. As a reaction SMILES: C([O:3][C:4](=O)[CH2:5][O:6][CH2:7][C:8]1[C:9]([NH2:15])=[N:10][CH:11]=[C:12]([Br:14])[CH:13]=1)C.[H-].[Na+]>CS(C)=O>[Br:14][C:12]1[CH:11]=[N:10][C:9]2[NH:15][C:4](=[O:3])[CH2:5][O:6][CH2:7][C:8]=2[CH:13]=1 |f:1.2|. Reported procedure: (2-Amino-5-bromo-pyridin-3-ylmethoxy)-acetic acid ethyl ester (381 mg, 1.3 mmol) is dissolved in 15 mL of DMSO and 60% sodium hydride (53 mg, 1.3 mmol) is added. The mixture is stirred for 4 hrs and then ice-cold water (100 mL) is added into reaction. The solid formed is filtered and rinsed with more water (2×50 mL) and 50% EtOAc in heptane (30 mL). Then it is dried to give 205 mg of 3-bromo-5,9-dihydro-6-oxa-1,9-diaza-benzocyclohepten-8-one which is used without purification.